This data is from the Open Reaction Database (ORD), a public repository of structured organic reaction records. The task is: describe an organic reaction: reactants, conditions, products, and yield Starting materials: Cl.OC(C(OCC)=N)C1=CC(=CC=C1)OC1=CC=CC=C1 (ethyl 1-hydroxy-1-(3-phenoxyphenyl)methanecarboximidate hydrochloride), O1CCCC1 (tetrahydrofuran). Solvent: C1(=CC=CC=C1)C (toluene). Yields the product O(C1=CC=CC=C1)C=1C=C(C=CC1)C1C(NC(O1)=O)=O (5-(3-Phenoxyphenyl)oxazolidine-2,4-dione). Reaction SMILES: Cl.[OH:2][CH:3]([C:9]1[CH:14]=[CH:13][CH:12]=[C:11]([O:15][C:16]2[CH:21]=[CH:20][CH:19]=[CH:18][CH:17]=2)[CH:10]=1)[C:4](=[NH:8])[O:5]CC.[O:22]1CCC[CH2:23]1>C1(C)C=CC=CC=1>[O:15]([C:11]1[CH:10]=[C:9]([CH:3]2[O:2][C:23](=[O:22])[NH:5][C:4]2=[O:8])[CH:14]=[CH:13][CH:12]=1)[C:16]1[CH:17]=[CH:18][CH:19]=[CH:20][CH:21]=1 |f:0.1|. Procedure: By the procedure of Example 3, ethyl 1-hydroxy-1-(3-phenoxyphenyl)methanecarboximidate hydrochloride (13 g.) in 500 ml. of tetrahydrofuran was converted to toluene recrystallized 5-(3-phenoxyphenyl)oxazolidine-2,4-dione (7.5 g., 66%; m.p. 104°-106° C.; m/e 269). The solvent is C(C)(=O)O (acetic acid). Procedure details: A solution of ethyl[2-methyl-4-(2-thien-2-ylethoxy)phenoxy]acetate (intermediate 69, 0.306 g) in acetic acid (5 ml) was treated with bromine (0.180 g) at ambient temperature and the mixture stirred for 15 minutes. The mixture was poured into water and the resulting suspension extracted with diethyl ether. The organic layer was separated, dried over sodium sulfate and concentrated to give the title compound as a colourless oil. Yields the product C(C)OC(COC1=C(C=C(C=C1)OCCC=1SC(=CC1)Br)C)=O (ethyl{4-[2-(5-bromothien-2-yl)ethoxy]-2-methylphenoxy}acetate). As a reaction SMILES: [CH2:1]([O:3][C:4](=[O:22])[CH2:5][O:6][C:7]1[CH:12]=[CH:11][C:10]([O:13][CH2:14][CH2:15][C:16]2[S:17][CH:18]=[CH:19][CH:20]=2)=[CH:9][C:8]=1[CH3:21])[CH3:2].[Br:23]Br.O>C(O)(=O)C>[CH2:1]([O:3][C:4](=[O:22])[CH2:5][O:6][C:7]1[CH:12]=[CH:11][C:10]([O:13][CH2:14][CH2:15][C:16]2[S:17][C:18]([Br:23])=[CH:19][CH:20]=2)=[CH:9][C:8]=1[CH3:21])[CH3:2]. Run at time 15 minute. Starting materials: O (water), C(C)OC(COC1=C(C=C(C=C1)OCCC=1SC=CC1)C)=O (ethyl[2-methyl-4-(2-thien-2-ylethoxy)phenoxy]acetate), C(C)OC(COC1=C(C=C(C=C1)OCCC=1SC=CC1)C)=O (ethyl[2-methyl-4-(2-thien-2-ylethoxy)phenoxy]acetate), BrBr (bromine). Starting materials: CN(C)C=O (DMF), C(C)(C)(C)O[C@H](C(=O)OCC)C1=C(C2=C(N=C(S2)C2=CC(=NC=C2)N2CCN(CC2)CC)C=C1C)C1=CC=C(C=C1)Cl ((S)-ethyl 2-tert-butoxy-2-(7-(4-chlorophenyl)-2-(2-(4-ethylpiperazin-1-yl)pyridin-4-yl)-5-methylbenzo[d]thiazol-6-yl)acetate), [OH-].[Na+] (NaOH), C1CCOC1 (THF). Reagents/catalysts: C(C)(=O)O (Acetic acid). The solvent is CO (methanol). Reaction conditions: time 8 hour. Yields the product C(C)(C)(C)O[C@H](C(=O)O)C1=C(C2=C(N=C(S2)C2=CC(=NC=C2)N2CCN(CC2)CC)C=C1C)C1=CC=C(C=C1)Cl ((S)-2-tert-butoxy-2-(7-(4-chlorophenyl)-2-(2-(4-ethylpiperazin-1-yl)pyridin-4-yl)-5-methylbenzo[d]thiazol-6-yl)acetic acid). As a reaction SMILES: [C:1]([O:5][C@@H:6]([C:12]1[C:34]([CH3:35])=[CH:33][C:15]2[N:16]=[C:17]([C:19]3[CH:24]=[CH:23][N:22]=[C:21]([N:25]4[CH2:30][CH2:29][N:28]([CH2:31][CH3:32])[CH2:27][CH2:26]4)[CH:20]=3)[S:18][C:14]=2[C:13]=1[C:36]1[CH:41]=[CH:40][C:39]([Cl:42])=[CH:38][CH:37]=1)[C:7]([O:9]CC)=[O:8])([CH3:4])([CH3:3])[CH3:2].[OH-].[Na+].C1COCC1.CN(C=O)C>CO.C(O)(=O)C>[C:1]([O:5][C@@H:6]([C:12]1[C:34]([CH3:35])=[CH:33][C:15]2[N:16]=[C:17]([C:19]3[CH:24]=[CH:23][N:22]=[C:21]([N:25]4[CH2:26][CH2:27][N:28]([CH2:31][CH3:32])[CH2:29][CH2:30]4)[CH:20]=3)[S:18][C:14]=2[C:13]=1[C:36]1[CH:37]=[CH:38][C:39]([Cl:42])=[CH:40][CH:41]=1)[C:7]([OH:9])=[O:8])([CH3:2])([CH3:3])[CH3:4] |f:1.2|. Procedure: A solution of (S)-ethyl 2-tert-butoxy-2-(7-(4-chlorophenyl)-2-(2-(4-ethylpiperazin-1-yl)pyridin-4-yl)-5-methylbenzo[d]thiazol-6-yl)acetate (26.7 mg, 0.044 mmol), 5M NaOH (176 μL, 0.879 mmol)) in methanol (0.2 mL) and THF (1.0 mL) was stirred at 45° C. for 2 h, then stirred overnight at rt. Acetic acid (1 drop) and DMF (0.3 mL) were added and mixture concentrated to ˜0.3 mL, diluted with methanol, filtered and purified by Gilson HPLC (Gemini, 5 to 100% ACN/H2O+0.1% TFA) to give product after lyop... Run in C1(=CC=CC=C1)C (toluene). As a reaction SMILES: O1C2C=CC=CC=2OB1.[Br:10][C:11]1[C:12]([N:27]2[CH2:32][CH2:31][C:30](=[C:33]([CH3:35])[CH3:34])[CH2:29][CH2:28]2)=[C:13]([C:19](=[O:26])[C:20]([O:22][CH:23]([CH3:25])[CH3:24])=[O:21])[C:14]([CH3:18])=[N:15][C:16]=1[CH3:17].CB1N2CCC[C@@H]2C(C2C=CC=CC=2)(C2C=CC=CC=2)O1>C1(C)C=CC=CC=1>[Br:10][C:11]1[C:12]([N:27]2[CH2:32][CH2:31][C:30](=[C:33]([CH3:35])[CH3:34])[CH2:29][CH2:28]2)=[C:13]([C@H:19]([OH:26])[C:20]([O:22][CH:23]([CH3:25])[CH3:24])=[O:21])[C:14]([CH3:18])=[N:15][C:16]=1[CH3:17]. Run at temperature -15 celsius, time 30 minute. Product: BrC=1C(=C(C(=NC1C)C)[C@@H](C(=O)OC(C)C)O)N1CCC(CC1)=C(C)C ((S)-isopropyl 2-(5-bromo-2,6-dimethyl-4-(4-(propan-2-ylidene)piperidin-1-yl)pyridin-3-yl)-2-hydroxyacetate). The reactants are O1BOC2=C1C=CC=C2 (benzo[d][1,3,2]dioxaborole), BrC=1C(=C(C(=NC1C)C)C(C(=O)OC(C)C)=O)N1CCC(CC1)=C(C)C (isopropyl 2-(5-bromo-2,6-dimethyl-4-(4-(propan-2-ylidene)piperidin-1-yl)pyridin-3-yl)-2-oxoacetate), CB1OC([C@@H]2N1CCC2)(C2=CC=CC=C2)C2=CC=CC=C2 ((R)-1-methyl-3,3-diphenylhexahydropyrrolo[1,2-c][1,3,2]oxazaborole). Isolated yield 99.6%. Reported procedure: The 1.0 mL of benzo[d][1,3,2]dioxaborole (567 mg, 4.72 mmol) was added to a nitrogen purged solution of isopropyl 2-(5-bromo-2,6-dimethyl-4-(4-(propan-2-ylidene)piperidin-1-yl)pyridin-3-yl)-2-oxoacetate (1.0 g, 2.36 mmol) and 0.95 mL of (R)-1-methyl-3,3-diphenylhexahydropyrrolo[1,2-c][1,3,2]oxazaborole (262 mg, 0.95 mmol) in toluene (20 mL) at −60° C. and allowed to warm to −15° C. before being placed in the freezer overnight. The reaction was quenched with 1M Na2CO3, diluted with EtOAc, and sti... The reactants are NC1=CC=CC2=C1N(C(N2)=O)C (7-amino-1-methyl-1,3-dihydro-2H-benzoimidazol-2-one), C(CC)=O (propionaldehyde), C(#N)[BH3-].[Na+] (sodium cyanoborohydride). Run in CO (methanol). Conditions: time 5 hour. Product: CN1C(NC2=C1C(=CC=C2)NCCC)=O (1-Methyl-7-(propylamino)-1,3-dihydro-2H-benzimidazol-2-one). Isolated yield 63.4%. RXN SMILES: [NH2:1][C:2]1[C:7]2[N:8]([CH3:12])[C:9](=[O:11])[NH:10][C:6]=2[CH:5]=[CH:4][CH:3]=1.[CH:13](=O)[CH2:14][CH3:15].C([BH3-])#N.[Na+]>CO>[CH3:12][N:8]1[C:7]2[C:2]([NH:1][CH2:13][CH2:14][CH3:15])=[CH:3][CH:4]=[CH:5][C:6]=2[NH:10][C:9]1=[O:11] |f:2.3|. Procedure: To 0.87 g (5.3 mmol) of 7-amino-1-methyl-1,3-dihydro-2H-benzoimidazol-2-one in 50 mL of methanol was added 1.94 mL (26.7 mmol) of propionaldehyde and 1.0 g (16 mmol) of sodium cyanoborohydride. The mixture was stirred at room temperature for 5 h and concentrated in vacuo. The crude solid was partitioned between water and ethyl acetate, the biphasic mixture was filtered to remove particulates and the layers were separated. The organic layer was washed with brine, dried over sodium sulfate, filter... The reactants are CC(C)=O, O=Cc1ccc(C(=O)NCC(=O)N2CCN(C(=O)c3ccccc3C(F)(F)F)CC2)cc1, [O-][Cl+][O-], NS(=O)(=O)O, [Na+], O, O. Yields the product O=C(O)c1ccc(C(=O)NCC(=O)N2CCN(C(=O)c3ccccc3C(F)(F)F)CC2)cc1. Reaction SMILES: [CH3:43][C:44]([CH3:45])=[O:46].[CH:1](=[O:2])[c:3]1[cH:4][cH:5][c:6]([C:7](=[O:8])[NH:9][CH2:10][C:11]([N:12]2[CH2:13][CH2:14][N:15]([C:18]([c:19]3[c:20]([C:25]([F:26])([F:27])[F:28])[cH:21][cH:22][cH:23][cH:24]3)=[O:29])[CH2:16][CH2:17]2)=[O:30])[cH:31][cH:32]1.[Cl+:38]([O-:39])[O-:40].[NH2:33][S:34]([OH:35])(=[O:36])=[O:37].[Na+:41].[OH2:42].[OH2:47]>>[C:1](=[O:2])([c:3]1[cH:4][cH:5][c:6]([C:7](=[O:8])[NH:9][CH2:10][C:11]([N:12]2[CH2:13][CH2:14][N:15]([C:18]([c:19]3[c:20]([C:25]([F:26])([F:27])[F:28])[cH:21][cH:22][cH:23][cH:24]3)=[O:29])[CH2:16][CH2:17]2)=[O:30])[cH:31][cH:32]1)[OH:35]. Reactants: [H-].[Na+] (Sodium hydride), ClC1=CC=C(C=N1)C(=O)OCC (ethyl 6-chloro-3-pyridinecarboxylate), FC1=CC=C(C=C1)O (4-fluorophenol), Cl (HCl). The solvent is CN(C)C=O (DMF), O (water), CN(C)C=O (DMF). Reaction conditions: temperature 80 celsius, time 20 minute. The product is FC1=CC=C(C=C1)OC1=CC=C(C=N1)C(=O)OCC (Ethyl 6-[(4-fluorophenyl)oxy]-3-pyridinecarboxylate). Isolated yield 13.3%. Reaction SMILES: [H-].[Na+].[F:3][C:4]1[CH:9]=[CH:8][C:7]([OH:10])=[CH:6][CH:5]=1.Cl[C:12]1[N:17]=[CH:16][C:15]([C:18]([O:20][CH2:21][CH3:22])=[O:19])=[CH:14][CH:13]=1.Cl>CN(C=O)C.O>[F:3][C:4]1[CH:9]=[CH:8][C:7]([O:10][C:12]2[N:17]=[CH:16][C:15]([C:18]([O:20][CH2:21][CH3:22])=[O:19])=[CH:14][CH:13]=2)=[CH:6][CH:5]=1 |f:0.1|. Procedure: Sodium hydride (0.653 g, 60% in mineral oil, 16.338 mmol) was suspended in DMF (10 mL) under argon, and 4-fluorophenol (0.915 g, 8.169 mmol) added in two portions. The mixture was stirred for 20 minutes then ethyl 6-chloro-3-pyridinecarboxylate (1.515 g, 8.169 mmol) was added together with additional DMF (4 mL) added to aid solubility. The mixture was heated to 80° C. for 2.5 h. The reaction mixture was allowed to cool to room temperature and water (30 mL) was added. The solution was acidified t... Reactants: COC1=CC=C(C=C1)\C(=C/C=C/C(=O)O)\C=1C=NC=CC1 ((E,E)-5-(4-methoxyphenyl)-5-(3-pyridinyl)-2,4-pentadienoic acid), [N+](=O)([O-])C1=CC=C(C=C1)O (4-nitrophenol), C1(CCCCC1)N=C=NC1CCCCC1 (1,3-dicyclohexylcarbodiimide). Run in ClCCl (dichloromethane). Conditions: time 18 hour. The product is [N+](=O)([O-])C1=CC=C(C=C1)OC(\C=C\C=C(\C=1C=NC=CC1)/C1=CC=C(C=C1)OC)=O ((E,E)-5-(4-methoxyphenyl)-5-(3-pyridinyl)-2,4-pentadienoic acid 4-nitrophenyl ester). Yield: 98.1%. Reaction SMILES: [CH3:1][O:2][C:3]1[CH:8]=[CH:7][C:6](/[C:9](/[C:16]2[CH:17]=[N:18][CH:19]=[CH:20][CH:21]=2)=[CH:10]\[CH:11]=[CH:12]\[C:13]([OH:15])=[O:14])=[CH:5][CH:4]=1.[N+:22]([C:25]1[CH:30]=[CH:29][C:28](O)=[CH:27][CH:26]=1)([O-:24])=[O:23].C1(N=C=NC2CCCCC2)CCCCC1>ClCCl>[N+:22]([C:25]1[CH:30]=[CH:29][C:28]([O:14][C:13](=[O:15])/[CH:12]=[CH:11]/[CH:10]=[C:9](\[C:6]2[CH:5]=[CH:4][C:3]([O:2][CH3:1])=[CH:8][CH:7]=2)/[C:16]2[CH:17]=[N:18][CH:19]=[CH:20][CH:21]=2)=[CH:27][CH:26]=1)([O-:24])=[O:23]. Procedure details: As in Example 115, (E,E)-5-(4-methoxyphenyl)-5-(3-pyridinyl)-2,4-pentadienoic acid (2.6 g) and 4-nitrophenol (1.42 g) in 35 mL of dichloromethane was treated with 1,3-dicyclohexylcarbodiimide (1.91 g). The mixture was stirred at room temperature for 18 hours, and after the usual work up. the ester was crystallized from ether to give 3.65 g of (E,E)-5-(4-methoxyphenyl)-5-(3-pyridinyl)-2,4-pentadienoic acid 4-nitrophenyl ester 51°-56° C. Recrystallization of a portion from ether afforded the analy...